Dataset: the Open Reaction Database (ORD), a public repository of structured organic reaction records. Task: describe an organic reaction: reactants, conditions, products, and yield The reactants are Cl, O=Cc1ccc(-c2nc3ccc(C4(C5CCC(F)(F)C5)CC4)nc3s2)c(F)c1, COC(=O)C1CNC1. Yields the product COC(=O)C1CN(Cc2ccc(-c3nc4ccc(C5(C6CCC(F)(F)C6)CC5)nc4s3)c(F)c2)C1. Reaction SMILES: [ClH:29].[F:1][C:2]1([F:28])[CH2:3][CH:4]([C:7]2([c:10]3[cH:11][cH:12][c:13]4[c:14]([n:15]3)[s:16][c:17](-[c:19]3[c:20]([F:27])[cH:21][c:22]([CH:23]=[O:24])[cH:25][cH:26]3)[n:18]4)[CH2:8][CH2:9]2)[CH2:5][CH2:6]1.[NH:30]1[CH2:31][CH:32]([C:34](=[O:35])[O:36][CH3:37])[CH2:33]1>>[F:1][C:2]1([F:28])[CH2:3][CH:4]([C:7]2([c:10]3[cH:11][cH:12][c:13]4[c:14]([n:15]3)[s:16][c:17](-[c:19]3[c:20]([F:27])[cH:21][c:22]([CH2:23][N:30]5[CH2:31][CH:32]([C:34](=[O:35])[O:36][CH3:37])[CH2:33]5)[cH:25][cH:26]3)[n:18]4)[CH2:8][CH2:9]2)[CH2:5][CH2:6]1. Starting materials: Cl (HCl), COC([C@@H](NC(C1(CCN(CC1)C(=O)OC(C)(C)C)CC1=C(C=CC=C1)C)=O)CCSC)=O ((N-t-butoxycarbonyl-4-(2-methylbenzyl) isonipecotyl) L-methionine methyl ester). The solvent is CCOC(=O)C (EtOAc). Run at temperature 0 celsius, time 1 hour. Product: Cl.COC([C@@H](NC(C1(CCNCC1)CC1=C(C=CC=C1)C)=O)CCSC)=O (4-(2-methylbenzyl)isonipecotyl-L-methionine methyl ester HCl salt). RXN SMILES: [ClH:1].[CH3:2][O:3][C:4](=[O:34])[C@H:5]([CH2:30][CH2:31][S:32][CH3:33])[NH:6][C:7](=[O:29])[C:8]1([CH2:21][C:22]2[CH:27]=[CH:26][CH:25]=[CH:24][C:23]=2[CH3:28])[CH2:13][CH2:12][N:11](C(OC(C)(C)C)=O)[CH2:10][CH2:9]1>CCOC(C)=O>[ClH:1].[CH3:2][O:3][C:4](=[O:34])[C@H:5]([CH2:30][CH2:31][S:32][CH3:33])[NH:6][C:7](=[O:29])[C:8]1([CH2:21][C:22]2[CH:27]=[CH:26][CH:25]=[CH:24][C:23]=2[CH3:28])[CH2:13][CH2:12][NH:11][CH2:10][CH2:9]1 |f:3.4|. Reported procedure: A stream of anhydrous HCl gas was bubbled through a cold (0° C.) solution of (N-t-butoxycarbonyl-4-(2-methylbenzyl) isonipecotyl) L-methionine methyl ester (315 mg, 0.66 mmol) in 30 ml of EtOAc for 10 min. and the reaction solution stirred 1 h more at 0° C. The solution was then purged with argon for 10 min. and allowed to warm to room temp. Concentration of the solution in vacuo afforded the product as a colorless gum.